This data is from the Open Reaction Database (ORD), a public repository of structured organic reaction records. The task is: describe an organic reaction: reactants, conditions, products, and yield The product is COc1cc(C#N)ccc1O. As a reaction SMILES: [CH3:1][O:2][c:3]1[cH:4][c:5]([CH:6]=[O:7])[cH:8][cH:9][c:10]1[OH:11].[ClH:12].[NH2:13][OH:14].[OH2:15]>>[CH3:1][O:2][c:3]1[cH:4][c:5]([C:6]#[N:13])[cH:8][cH:9][c:10]1[OH:11]. Reactants: COc1cc(C=O)ccc1O, Cl, NO, O. The reactants are CON(C(=O)C1=CC=2C(=NON2)C=C1)C (N-Methoxy-N-methyl-2,1,3-benzoxadiazole-5-carboxamide), C[Li] (methyl lithium). The solvent is C1CCOC1 (THF). Reaction conditions: time 1 hour. The product is N=1ON=C2C1C=CC(=C2)C(C)=O (1-(2,1,3-benzoxadiazol-5-yl)ethanone). Reaction SMILES: CON(C)[C:4]([C:6]1[CH:14]=[CH:13][C:9]2=[N:10][O:11][N:12]=[C:8]2[CH:7]=1)=[O:5].[CH3:16][Li]>C1COCC1>[N:10]1[O:11][N:12]=[C:8]2[CH:7]=[C:6]([C:4](=[O:5])[CH3:16])[CH:14]=[CH:13][C:9]=12. Procedure details: To a solution of N-Methoxy-N-methyl-2,1,3-benzoxadiazole-5-carboxamide (630 mg, 3.04 mmol) in THF (5 mL) cooled to −40° C. was added methyl lithium solution (1.6M, 2.28 mL, 3.65 mmol). The reaction mixture was stirred at the same temperature for 1 h, then was quenched by addition of 1M HCl. The mixture was extracted with ethyl acetate and the organic layer was dried over MgSO4. Purification my flash chromatography afforded the title compound. 1H-NMR (500 MHz, CDCl3) δ ppm 8.48 (s, 1H), 8.02 (d, ... Starting materials: Cl (HCl), CN(C)CC1=C(N=NN1)CN1[C@H]([C@H](CCC1)OCC1=CC(=CC(=C1)C(F)(F)F)N1N=NN=C1C)C1=CC=CC=C1 ([2S,3S]-1-[(5-(dimethylaminomethyl)-1H-[1,2,3]triazol-4-yl)methyl]-2-phenyl-3-[3-(5-methyltetrazol-1 -yl)-5-(trifluoromethyl)phenylmethoxy]piperidine). Run in C(C)O (ethanol), C(C)O (ethanol). The product is Cl.Cl.CN(C)CC1=C(N=NN1)CN1[C@H]([C@H](CCC1)OCC1=CC(=CC(=C1)C(F)(F)F)N1N=NN=C1C)C1=CC=CC=C1 ([2S, 3S]-1-[(5-(dimethylaminomethyl)-1H-[1,2,3]triazol-4-yl)methyl]-2-phenyl-3-[3-(5-methyltetrazol-1-yl)-5-(trifluoromethyl)phenylmethoxy]piperidine dihydrochloride). RXN SMILES: [ClH:1].[CH3:2][N:3]([CH2:5][C:6]1[NH:10][N:9]=[N:8][C:7]=1[CH2:11][N:12]1[CH2:17][CH2:16][CH2:15][C@H:14]([O:18][CH2:19][C:20]2[CH:25]=[C:24]([C:26]([F:29])([F:28])[F:27])[CH:23]=[C:22]([N:30]3[C:34]([CH3:35])=[N:33][N:32]=[N:31]3)[CH:21]=2)[C@@H:13]1[C:36]1[CH:41]=[CH:40][CH:39]=[CH:38][CH:37]=1)[CH3:4]>C(O)C>[ClH:1].[ClH:1].[CH3:2][N:3]([CH2:5][C:6]1[NH:10][N:9]=[N:8][C:7]=1[CH2:11][N:12]1[CH2:17][CH2:16][CH2:15][C@H:14]([O:18][CH2:19][C:20]2[CH:25]=[C:24]([C:26]([F:29])([F:28])[F:27])[CH:23]=[C:22]([N:30]3[C:34]([CH3:35])=[N:33][N:32]=[N:31]3)[CH:21]=2)[C@@H:13]1[C:36]1[CH:37]=[CH:38][CH:39]=[CH:40][CH:41]=1)[CH3:4] |f:3.4.5|. Procedure details: A solution of HCl in ethanol (5M, 43 ml) was added to a stirred, cooled solution of [2S,3S]-1-[(5-(dimethylaminomethyl)-1H-[1,2,3]triazol-4-yl)methyl]-2-phenyl-3-[3-(5-methyltetrazol-1 -yl)-5-(trifluoromethyl)phenylmethoxy]piperidine (49 mg, 90 mmol) in ethanol (2 ml). The solvent was evaporated under reduced pressure and the residue was triturated with ether (5 ml). The solid was collected and dried in vacuo to give [2S, 3S]-1-[(5-(dimethylaminomethyl)-1H-[1,2,3]triazol-4-yl)methyl]-2-phenyl-3-...